Task: describe an organic reaction: reactants, conditions, products, and yield. Dataset: the Open Reaction Database (ORD), a public repository of structured organic reaction records Starting materials: C(C1=CC=CC=C1)N (Benzylamine), C([O-])([O-])=O.[K+].[K+] (potassium carbonate), FC1=C(C=C(C=C1)C1=CC=C2N=CC(=NC2=C1)N1CCOCC1)[N+](=O)[O-] (7-(4-fluoro-3-nitrophenyl)-2-(morpholin-4-yl)quinoxalin). Run in CN(C)C=O (DMF), CCOC(=O)C (EtOAc). Reaction conditions: time 24 hour. Yields the product C(C1=CC=CC=C1)NC1=C(C=C(C=C1)C=1C=C2N=C(C=NC2=CC1)N1CCOCC1)[N+](=O)[O-] (N-benzyl-4-[3-(morpholin-4-yl)quinoxalin-6-yl]-2-nitroaniline). Yield: 94.3%. RXN SMILES: [CH2:1]([NH2:8])[C:2]1[CH:7]=[CH:6][CH:5]=[CH:4][CH:3]=1.C(=O)([O-])[O-].[K+].[K+].F[C:16]1[CH:21]=[CH:20][C:19]([C:22]2[CH:31]=[C:30]3[C:25]([N:26]=[CH:27][C:28]([N:32]4[CH2:37][CH2:36][O:35][CH2:34][CH2:33]4)=[N:29]3)=[CH:24][CH:23]=2)=[CH:18][C:17]=1[N+:38]([O-:40])=[O:39]>CN(C=O)C.CCOC(C)=O>[CH2:1]([NH:8][C:16]1[CH:21]=[CH:20][C:19]([C:22]2[CH:31]=[C:30]3[C:25](=[CH:24][CH:23]=2)[N:26]=[CH:27][C:28]([N:32]2[CH2:37][CH2:36][O:35][CH2:34][CH2:33]2)=[N:29]3)=[CH:18][C:17]=1[N+:38]([O-:40])=[O:39])[C:2]1[CH:7]=[CH:6][CH:5]=[CH:4][CH:3]=1 |f:1.2.3|. Procedure: Benzylamine (336 mg, 3.1 mmol) and potassium carbonate (865 mg, 6.2 mmol) were added to a solution of 7-(4-fluoro-3-nitrophenyl)-2-(morpholin-4-yl)quinoxalin (1.1 g, 3.1 mmol) in DMF (100 mL). The mixture was stirred 24 h at room temperature and then diluted with EtOAc. The organic phase was washed with water and saturated aqueous sodium chloride solution, then dried over sodium sulphate. After filtration and subsequent removal of solvent, the residue was purified by chromatography (silica gel, ... Reaction SMILES: [Cl:1][C:2]1[CH:7]=[C:6]([Cl:8])[C:5]([OH:9])=[CH:4][C:3]=1[N:10]1[C:14](=[O:15])[N:13]([CH:16]([F:18])[F:17])[C:12]([CH3:19])=[N:11]1.Cl[CH:21]([F:27])[C:22]([O:24][CH2:25][CH3:26])=[O:23].[Na]>C(O)C.C(OCC)C>[Cl:8][C:6]1[CH:7]=[C:2]([Cl:1])[C:3]([N:10]2[C:14](=[O:15])[N:13]([CH:16]([F:17])[F:18])[C:12]([CH3:19])=[N:11]2)=[CH:4][C:5]=1[O:9][CH:21]([F:27])[C:22]([O:24][CH2:25][CH3:26])=[O:23] |^1:27|. The yield is 35.3%. Yields the product ClC1=C(OC(C(=O)OCC)F)C=C(C(=C1)Cl)N1N=C(N(C1=O)C(F)F)C (ethyl [2,4-dichloro-5-(4-difluoromethyl-4,5-dihydro-3-methyl-5-oxo-1H-1,2,4-triazol-1-yl)phenoxy]fluroacetate). The solvent is C(C)O (ethanol), C(C)O (ethanol), C(C)OCC (diethyl ether). Reported procedure: To a stirred mixture of 2.0 g (0.0065 mole) of 1-(2,4-dichloro-5-hydroxyphenyl)-4-difluoromethyl-4,5-dihydro-3-methyl-1,2,4-triazol-5(1H)-one and 0.91 g (0.0065 mole) of ethyl chlorofluoroacetate in 50 mL of ethanol was added a solution of 0.15 g (0.0065 mole) of sodium in 5 mL of ethanol. The reaction mixture was heated at reflux for 34 hours. The mixture was cooled, and the solvent was removed by evaporation under reduced pressure, leaving a residue. This residue was dissolved in diethyl ether... Starting materials: ClC1=C(C=C(C(=C1)Cl)O)N1N=C(N(C1=O)C(F)F)C (1-(2,4-dichloro-5-hydroxyphenyl)-4-difluoromethyl-4,5-dihydro-3-methyl-1,2,4-triazol-5(1H)-one), ClC(C(=O)OCC)F (ethyl chlorofluoroacetate), [Na] (sodium). Starting materials: C(C)N1CCOCC1 (N-ethylmorpholine), C1CCC(CC1)N=C=NC2CCCCC2 (DCC), N([C@@H](CC1=CNC2=CC=CC=C12)C(=O)O)C(=O)OCC1=CC=CC=C1 (Z-Trp-OH), COC(=O)[C@H](CO)N.Cl (H-Ser-OMe . HCl), C=1C=CC2=C(C1)N=NN2O (HOBt). Solvent: O1CCCC1 (tetrahydrofurane), O1CCCC1 (tetrahydrofurane). Reaction conditions: temperature 0 celsius, time 2 hour. Product: N([C@@H](CC1=CNC2=CC=CC=C12)C(=O)N[C@@H](CO)C(=O)OC)C(=O)OCC1=CC=CC=C1 (Z-Trp-Ser-OMe). RXN SMILES: C(N1CCOCC1)C.C1CCC(N=C=NC2CCCCC2)CC1.[NH:24]([C:39]([O:41][CH2:42][C:43]1[CH:48]=[CH:47][CH:46]=[CH:45][CH:44]=1)=[O:40])[C@H:25]([C:36](O)=[O:37])[CH2:26][C:27]1[C:35]2[C:30](=[CH:31][CH:32]=[CH:33][CH:34]=2)[NH:29][CH:28]=1.[CH3:49][O:50][C:51]([C@@H:53]([NH2:56])[CH2:54][OH:55])=[O:52].Cl.C1C=CC2N(O)N=NC=2C=1>O1CCCC1>[NH:24]([C:39]([O:41][CH2:42][C:43]1[CH:44]=[CH:45][CH:46]=[CH:47][CH:48]=1)=[O:40])[C@H:25]([C:36]([NH:56][C@H:53]([C:51]([O:50][CH3:49])=[O:52])[CH2:54][OH:55])=[O:37])[CH2:26][C:27]1[C:35]2[C:30](=[CH:31][CH:32]=[CH:33][CH:34]=2)[NH:29][CH:28]=1 |f:3.4|. Reported procedure: 6.4 ml of N-ethylmorpholine and at 0° C, a solution of 10.5 g of DCC in 50 ml of tetrahydrofurane were added to a solution of 16.9 g (50 mmols) of Z-Trp-OH, 7.7 g (50 mmols) of H-Ser-OMe . HCl and 6.65 g (50 mmols) of HOBt in 100 ml of absolute tetrahydrofurane. The mixture was stirred for one hour at 0° C and for 2 hours at room temperature, the deposit was suction-filtered and the filtrate was concentrated. The residue was dissolved in ethyl acetate and successively extracted with saturated Na... Product: ClC1=CC2=C(N(C(=N2)CCCC=O)COCC[Si](C)(C)C)C=C1Cl (4-(5,6-Dichloro-1-{[2-(trimethylsilyl)ethoxy]methyl}-1H-1,3-benzodiazol-2-yl)butanal). RXN SMILES: [Cl:1][C:2]1[C:23]([Cl:24])=[CH:22][C:5]2[N:6]([CH2:14][O:15][CH2:16][CH2:17][Si:18]([CH3:21])([CH3:20])[CH3:19])[C:7]([CH2:9][CH2:10][CH2:11][CH2:12][OH:13])=[N:8][C:4]=2[CH:3]=1.CC(OI1(OC(C)=O)(OC(C)=O)OC(=O)C2C=CC=CC1=2)=O>C(Cl)Cl>[Cl:1][C:2]1[C:23]([Cl:24])=[CH:22][C:5]2[N:6]([CH2:14][O:15][CH2:16][CH2:17][Si:18]([CH3:21])([CH3:20])[CH3:19])[C:7]([CH2:9][CH2:10][CH2:11][CH:12]=[O:13])=[N:8][C:4]=2[CH:3]=1. Procedure: 4-(5,6-Dichloro-1-{[2-(trimethylsilyl)ethoxy]methyl}-1H-1,3-benzodiazol-2-yl)butan-1-ol (1.008 g, 2.59 mmol) was dissolved in DCM (35 ml) and Dess-Martin reagent (1.208 g, 2.85 mmol) was added at r.t. under N2. The reaction was left for 2 hrs. The reaction was quenched by the addition of 1M Na2S2O3 solution (10 ml), sat. NaHCO3 solution (40 ml) and DCM (80 ml). The organic layer was separated and the aqueous layer was extracted with DCM (3×80 ml). The combined organic layers were dried over MgSO... Isolated yield 59.3%. The solvent is C(Cl)Cl (DCM). Conditions: time 2 hour. The reactants are ClC1=CC2=C(N(C(=N2)CCCCO)COCC[Si](C)(C)C)C=C1Cl (4-(5,6-Dichloro-1-{[2-(trimethylsilyl)ethoxy]methyl}-1H-1,3-benzodiazol-2-yl)butan-1-ol), CC(=O)OI1(C=2C=CC=CC2C(=O)O1)(OC(=O)C)OC(=O)C (Dess-Martin reagent). Reactants: CC(NC(=O)C(C)N(C)C(=O)C1CCCN1C(=O)OC(C)(C)C)C(=O)N1CCCC1C(=O)OCC(NC(=O)OCc1ccccc1)C(=O)O, ClCCCl, ClCCl, Oc1c(F)c(F)c(F)c(F)c1F. The product is CC1NC(=O)C(C)N(C)C(=O)C2CCCN2C(=O)C(NC(=O)OCc2ccccc2)COC(=O)C2CCCN2C1=O. Reaction SMILES: [CH2:1]([c:2]1[cH:3][cH:4][cH:5][cH:6][cH:7]1)[O:8][C:9](=[O:10])[NH:11][CH:12]([CH2:13][O:14][C:15](=[O:16])[CH:17]1[N:18]([C:22]([CH:23]([CH3:24])[NH:25][C:26](=[O:27])[CH:28]([CH3:29])[N:30]([C:31](=[O:32])[CH:33]2[N:34]([C:38](=[O:39])[O:43][C:44]([CH3:47])([CH3:48])[CH3:49])[CH2:35][CH2:36][CH2:37]2)[CH3:45])=[O:46])[CH2:19][CH2:20][CH2:21]1)[C:40]([OH:41])=[O:42].[CH2:62]([Cl:63])[CH2:64][Cl:65].[Cl:66][CH2:67][Cl:68].[F:50][c:51]1[c:52]([OH:53])[c:54]([F:55])[c:56]([F:57])[c:58]([F:59])[c:60]1[F:61]>>[CH2:1]([c:2]1[cH:3][cH:4][cH:5][cH:6][cH:7]1)[O:8][C:9](=[O:10])[NH:11][CH:12]1[CH2:13][O:14][C:15](=[O:16])[CH:17]2[N:18]([CH2:19][CH2:20][CH2:21]2)[C:22](=[O:46])[CH:23]([CH3:24])[NH:25][C:26](=[O:27])[CH:28]([CH3:29])[N:30]([CH3:45])[C:31](=[O:32])[CH:33]2[N:34]([CH2:35][CH2:36][CH2:37]2)[C:38]1=[O:39]. The reactants are CN(C)C=O, [H-], [Na+], O=S(=O)(Cl)c1ccccc1, c1cc[nH]c1. Yields the product O=S(=O)(c1ccccc1)n1cccc1. Reaction SMILES: [CH3:18][N:19]([CH3:20])[CH:21]=[O:22].[H-:1].[Na+:2].[c:8]1([S:14](=[O:15])(=[O:16])[Cl:17])[cH:9][cH:10][cH:11][cH:12][cH:13]1.[nH:3]1[cH:4][cH:5][cH:6][cH:7]1>>[n:3]1([S:14]([c:8]2[cH:9][cH:10][cH:11][cH:12][cH:13]2)(=[O:15])=[O:16])[cH:4][cH:5][cH:6][cH:7]1.